Dataset: the Open Reaction Database (ORD), a public repository of structured organic reaction records. Task: describe an organic reaction: reactants, conditions, products, and yield Reactants: CO, COC(=O)C(NC(=O)OCc1ccc([N+](=O)[O-])cc1)OC, [Na+], [OH-]. Yields the product COC(NC(=O)OCc1ccc([N+](=O)[O-])cc1)C(=O)[O-], [Na+]. Reaction SMILES: [CH3:24][OH:25].[N+:3](=[O:4])([O-:5])[c:6]1[cH:7][cH:8][c:9]([CH2:10][O:11][C:12](=[O:13])[NH:14][CH:15]([C:16](=[O:17])[O:18][CH3:19])[O:20][CH3:21])[cH:22][cH:23]1.[Na+:2].[OH-:1]>>[N+:3](=[O:4])([O-:5])[c:6]1[cH:7][cH:8][c:9]([CH2:10][O:11][C:12](=[O:13])[NH:14][CH:15]([C:16](=[O:17])[O-:18])[O:20][CH3:21])[cH:22][cH:23]1.[Na+:2]. The reactants are CC=1C(=NC=C(C1)C)N1CCN(CC1)C(=O)C1=C(C=C(C=C1)N1S(CCC1)(=O)=O)C ([4-(3,5-Dimethylpyridin-2-yl)piperazin-1-yl][4-(1,1-dioxo-1λ6-isothiazolidin-2-yl)-2-methylphenyl]methanone), Br.C(C)(=O)O (hydrogen bromide acetic acid), O1CCCC1 (tetrahydrofuran). The solvent is C(C)(=O)O (acetic acid). Yields the product Br.CC=1C(=NC=C(C1)C)N1CCN(CC1)C(=O)C1=C(C=C(C=C1)N1S(CCC1)(=O)=O)C ([4-(3,5-dimethylpyridin-2-yl)piperazin-1-yl][4-(1,1-dioxo-1λ6-isothiazolidin-2-yl)-2-methylphenyl]methanone hydrobromide). RXN SMILES: [CH3:1][C:2]1[C:3]([N:9]2[CH2:14][CH2:13][N:12]([C:15]([C:17]3[CH:22]=[CH:21][C:20]([N:23]4[CH2:27][CH2:26][CH2:25][S:24]4(=[O:29])=[O:28])=[CH:19][C:18]=3[CH3:30])=[O:16])[CH2:11][CH2:10]2)=[N:4][CH:5]=[C:6]([CH3:8])[CH:7]=1.[BrH:31].C(O)(=O)C.O1CCCC1>C(O)(=O)C>[BrH:31].[CH3:1][C:2]1[C:3]([N:9]2[CH2:10][CH2:11][N:12]([C:15]([C:17]3[CH:22]=[CH:21][C:20]([N:23]4[CH2:27][CH2:26][CH2:25][S:24]4(=[O:29])=[O:28])=[CH:19][C:18]=3[CH3:30])=[O:16])[CH2:13][CH2:14]2)=[N:4][CH:5]=[C:6]([CH3:8])[CH:7]=1 |f:1.2,5.6|. Procedure details: [4-(3,5-Dimethylpyridin-2-yl)piperazin-1-yl][4-(1,1-dioxo-1λ6-isothiazolidin-2-yl)-2-methylphenyl]methanone (5.00 g) described in Example 154 was dissolved in acetic acid (20 mL), and 25% hydrogen bromide/acetic acid (3.3 mL) was added at 50° C. The reaction mixture was allowed to cool to room temperature, tetrahydrofuran (200 mL) was added, and the precipitate was collected by filtration. The obtained precipitate (5.52 g) was recrystallized from ethanol (110 mL) to give the title compound (4.67... The reactants are COc1cc(C2CCN(C(=O)OC(C)(C)C)CC2)ccc1Nc1ncc2ccc(-c3ccccc3OC)n2n1, ClCCl, O=C(O)C(F)(F)F. The product is COc1cc(C2CCNCC2)ccc1Nc1ncc2ccc(-c3ccccc3OC)n2n1. As a reaction SMILES: [C:1]([O:2][C:3](=[O:4])[N:8]1[CH2:9][CH2:10][CH:11]([c:14]2[cH:15][c:16]([O:38][CH3:39])[c:17]([NH:20][c:21]3[n:22][n:23]4[c:24]([cH:25][n:26]3)[cH:27][cH:28][c:29]4-[c:30]3[c:31]([O:36][CH3:37])[cH:32][cH:33][cH:34][cH:35]3)[cH:18][cH:19]2)[CH2:12][CH2:13]1)([CH3:5])([CH3:6])[CH3:7].[CH2:47]([Cl:48])[Cl:49].[OH:40][C:41]([C:42]([F:43])([F:44])[F:45])=[O:46]>>[NH:8]1[CH2:9][CH2:10][CH:11]([c:14]2[cH:15][c:16]([O:38][CH3:39])[c:17]([NH:20][c:21]3[n:22][n:23]4[c:24]([cH:25][n:26]3)[cH:27][cH:28][c:29]4-[c:30]3[c:31]([O:36][CH3:37])[cH:32][cH:33][cH:34][cH:35]3)[cH:18][cH:19]2)[CH2:12][CH2:13]1. Starting materials: C1=CC=C(C=C1)CN, C1CNC(=O)C2=C1C=C(C=C2)Br. Reagents/catalysts: CC(C)(C)[O-].[K+], C1=CC=C(C=C1)P(C2=CC=CC=C2)C3=C(C4=CC=CC=C4C=C3)C5=C(C=CC6=CC=CC=C65)P(C7=CC=CC=C7)C8=CC=CC=C8, CC(=O)O.CC(=O)O.[Pd]. The solvent is CN(C)C=O. Run at temperature 130 celsius. Yields the product C1CNC(=O)C2=C1C=C(C=C2)NCC3=CC=CC=C3. The yield is 0.0%. Procedure details: In a 5 mL sealed MW* test tube was 6-bromo-3,4-dihydroisoquinolin-1(2H)-one (50 mg, 0.22 mmol), phenylmethanamine (97 µl, 0.88 mmol), BINAP (6.89 mg, 0.01 mmol) and palladium(II) acetate (2.483 mg, 0.01 mmol) in DMF (500 mL) combined to give a tan suspension. potassium tert-butoxide (24.82 mg, 0.22 mmol) was then added last. Placed test tube onto Smith MW* platform. Heated reaction to 130°C for 4 minutes. Reaction know has a heavy black ppt present. Took LCMS - there is some product (~15%) begin... Starting materials: O (water), C(C)(C)N(C(C)C)CC (N,N-Diisopropylethylamine), ClC1=CC=C(CNC(=O)C=2C(C3=C(N(C2)C)OC(=C3)CCl)=O)C=C1 (N-(4-chlorobenzyl)-2-(chloromethyl)-7-methyl-4-oxo-4,7-dihydrofuro[2,3-b]pyridine-5-carboxamide), O[C@H]1CNCC1 ((R)-3-hydroxypyrrolidine). Solvent: CN(C)C=O (DMF). Reaction conditions: temperature 90 celsius. The product is ClC1=CC=C(CNC(=O)C=2C(C3=C(N(C2)C)OC(=C3)CN3C[C@@H](CC3)O)=O)C=C1 (N-(4-Chlorobenzyl)-2-(((3R)-3-hydroxypyrrolidin-1-yl)-methyl)-7-methyl-4-oxo-4,7-dihydrofuro[2,3-b]pyridine-5-carboxamide). Reaction SMILES: C(N(CC)C(C)C)(C)C.[Cl:10][C:11]1[CH:33]=[CH:32][C:14]([CH2:15][NH:16][C:17]([C:19]2[C:20](=[O:31])[C:21]3[CH:28]=[C:27]([CH2:29]Cl)[O:26][C:22]=3[N:23]([CH3:25])[CH:24]=2)=[O:18])=[CH:13][CH:12]=1.[OH:34][C@@H:35]1[CH2:39][CH2:38][NH:37][CH2:36]1.O>CN(C=O)C>[Cl:10][C:11]1[CH:33]=[CH:32][C:14]([CH2:15][NH:16][C:17]([C:19]2[C:20](=[O:31])[C:21]3[CH:28]=[C:27]([CH2:29][N:37]4[CH2:38][CH2:39][C@@H:35]([OH:34])[CH2:36]4)[O:26][C:22]=3[N:23]([CH3:25])[CH:24]=2)=[O:18])=[CH:13][CH:12]=1. Procedure details: N,N-Diisopropylethylamine (0.48 mL) and N-(4-chlorobenzyl)-2-(chloromethyl)-7-methyl-4-oxo-4,7-dihydrofuro[2,3-b]pyridine-5-carboxamide (Example 2, 0.500 g) were added to a solution of (R)-3-hydroxypyrrolidine (0.22 mL) in DMF (30 mL). The reaction mixture was heated to 90° C. for 2 h. The mixture was allowed to cool to room temperature, poured into water (60 mL), and extracted with ethyl acetate (4×50 mL) then CH2Cl2 (2×50 mL). The combined organic layers were dried (MgSO4), filtered, and conce...